Dataset: the Open Reaction Database (ORD), a public repository of structured organic reaction records. Task: describe an organic reaction: reactants, conditions, products, and yield Reactants: CC(=O)C1CC1, CCOC(=O)c1ccc(SC)cc1, Cl, [H-], [Na+], C1COCCO1. The product is CSc1ccc(C(=O)CC(=O)C2CC2)cc1. Reaction SMILES: [CH3:1][C:2](=[O:3])[CH:4]1[CH2:5][CH2:6]1.[CH3:9][S:10][c:11]1[cH:12][cH:13][c:14]([C:15](=[O:16])[O:17][CH2:18][CH3:19])[cH:20][cH:21]1.[ClH:22].[H-:7].[Na+:8].[O:23]1[CH2:24][CH2:25][O:26][CH2:27][CH2:28]1>>[CH2:1]([C:2](=[O:3])[CH:4]1[CH2:5][CH2:6]1)[C:15]([c:14]1[cH:13][cH:12][c:11]([S:10][CH3:9])[cH:21][cH:20]1)=[O:16]. The reactants are N1C=NC=C1 (imidazole), BrCC1(OCC(O1)COC1=CC=C(C=C1)Cl)C1=C(C=C(C=C1)Cl)Cl (2-(bromomethyl)-4-(p-chlorophenoxymethyl)-2-(2,4-dichlorophenyl)-1,3-dioxolane), [I-].[Na+] (sodium iodide), CN(C=O)C (dimethylformamide), O (water). Product: C(C(=O)O)(=O)O.N1C=NC=C1.C(C(=O)O)(=O)O.C(C(=O)O)(=O)O.N1C=NC=C1 (imidazole sesquioxalate). As a reaction SMILES: [NH:1]1[CH:5]=[CH:4][N:3]=[CH:2]1.BrC[C:8]1(C2C=CC(Cl)=CC=2Cl)[O:12][CH:11]([CH2:13][O:14]C2C=CC(Cl)=CC=2)C[O:9]1.[I-].[Na+].CN(C)[CH:34]=[O:35].[OH2:37]>>[C:34]([OH:35])(=[O:37])[C:8]([OH:12])=[O:9].[NH:1]1[CH:5]=[CH:4][N:3]=[CH:2]1.[C:11]([OH:12])(=[O:35])[C:13]([OH:14])=[O:37].[C:34]([OH:35])(=[O:37])[C:8]([OH:12])=[O:9].[NH:1]1[CH:5]=[CH:4][N:3]=[CH:2]1 |f:2.3,6.7.8.9.10|. Procedure: A mixture of 6.8 parts of imidazole, 8.5 parts of B -2-(bromomethyl)-4-(p-chlorophenoxymethyl)-2-(2,4-dichlorophenyl)-1,3-dioxolane, 2 parts of sodium iodide and 100 parts of dimethylformamide is stirred and refluxed for 36 hours. The reaction mixture is allowed to cool to room temperature and poured into water. The product is extracted twice with benzene. The combined organic layers are washed twice with water, dried and the solvent is removed in vacuo. The residue is purified by column-chromat... The reactants are O=C([O-])[O-], Cc1ncc[nH]1, CN(C)C=O, Cc1ccccc1OCCCc1oc(Cl)nc1-c1ccc(Cl)cc1, [K+], [K+], O. Yields the product Cc1ccccc1OCCCc1oc(-n2ccnc2C)nc1-c1ccc(Cl)cc1. As a reaction SMILES: [C:31](=[O:32])([O-:33])[O-:34].[CH3:25][c:26]1[nH:27][cH:28][cH:29][n:30]1.[CH3:37][N:38]([CH3:39])[CH:40]=[O:41].[Cl:1][c:2]1[o:3][c:4]([CH2:14][CH2:15][CH2:16][O:17][c:18]2[c:19]([CH3:24])[cH:20][cH:21][cH:22][cH:23]2)[c:5](-[c:7]2[cH:8][cH:9][c:10]([Cl:13])[cH:11][cH:12]2)[n:6]1.[K+:35].[K+:36].[OH2:42]>>[c:2]1(-[n:27]2[c:26]([CH3:25])[n:30][cH:29][cH:28]2)[o:3][c:4]([CH2:14][CH2:15][CH2:16][O:17][c:18]2[c:19]([CH3:24])[cH:20][cH:21][cH:22][cH:23]2)[c:5](-[c:7]2[cH:8][cH:9][c:10]([Cl:13])[cH:11][cH:12]2)[n:6]1. Reactants: COC=1C=CCCC(N1)CC1=CC=CC=C1 (3,4-dihydro-7-methoxy-2-(phenylmethyl)-2H-azepine), [Cl-].[NH4+] (ammonium chloride). Product: Cl.C1(=CC=CC=C1)CC1CCC=CC(N1)=N (1,5,6,7-tetrahydro-7-(phenylmethyl)-2H-azepin-2-imine, monohydrochloride). As a reaction SMILES: CO[C:3]1[CH:4]=[CH:5][CH2:6][CH2:7][CH:8]([CH2:10][C:11]2[CH:16]=[CH:15][CH:14]=[CH:13][CH:12]=2)[N:9]=1.[Cl-:17].[NH4+:18]>>[ClH:17].[C:11]1([CH2:10][CH:8]2[NH:9][C:3](=[NH:18])[CH:4]=[CH:5][CH2:6][CH2:7]2)[CH:16]=[CH:15][CH:14]=[CH:13][CH:12]=1 |f:1.2,3.4|. Procedure: The product of Example 188 is reacted with ammonium chloride by the method of Example 5 to generate the title compound. The reactants are N1(CCCC1)CCCCO (4-(1-pyrrolidinyl)butanol), CN(C)C=O (DMF), N1(CCCC1)CCOC1=CC=C(C=C1)C1=C(C2=C(S1)C=CC=C2)C(=O)C2=CC=C(C=C2)F (4-fluorophenyl 2-[4-[2-(1-pyrrolidinyl)ethoxyl]phenyl]benzo[b]thiophen-3-yl ketone), CN(C)C=O (DMF), [H-].[Na+] (Sodium hydride), O (water), CN(C)C=O (DMF). Conditions: time 15 minute. Product: O.C(C(=O)O)(=O)O.C(C(=O)O)(=O)O.N1(CCCC1)CCOC1=CC=C(C=C1)C1=C(C2=C(S1)C=CC=C2)C(=O)C2=CC=C(C=C2)OCCCCN2CCCC2 (4-[4-(1-Pyrrolidinyl)-butoxy]phenyl 2-[4-[2-(1-Pyrrolidinyl)ethoxy]phenyl]benzo[b]thiophen-3-yl Ketone Dioxalate Hydrate). Isolated yield 66.0%. As a reaction SMILES: [H-].[Na+].[N:3]1([CH2:8][CH2:9][CH2:10][CH2:11][OH:12])[CH2:7][CH2:6][CH2:5][CH2:4]1.[N:13]1([CH2:18][CH2:19][O:20][C:21]2[CH:26]=[CH:25][C:24]([C:27]3[S:31][C:30]4[CH:32]=[CH:33][CH:34]=[CH:35][C:29]=4[C:28]=3[C:36]([C:38]3[CH:43]=[CH:42][C:41](F)=[CH:40][CH:39]=3)=[O:37])=[CH:23][CH:22]=2)[CH2:17][CH2:16][CH2:15][CH2:14]1.[OH2:45].CN([CH:49]=[O:50])C>>[OH2:12].[C:49]([OH:50])(=[O:20])[C:11]([OH:12])=[O:45].[C:49]([OH:50])(=[O:12])[C:19]([OH:20])=[O:45].[N:13]1([CH2:18][CH2:19][O:20][C:21]2[CH:22]=[CH:23][C:24]([C:27]3[S:31][C:30]4[CH:32]=[CH:33][CH:34]=[CH:35][C:29]=4[C:28]=3[C:36]([C:38]3[CH:43]=[CH:42][C:41]([O:12][CH2:11][CH2:10][CH2:9][CH2:8][N:3]4[CH2:7][CH2:6][CH2:5][CH2:4]4)=[CH:40][CH:39]=3)=[O:37])=[CH:25][CH:26]=2)[CH2:14][CH2:15][CH2:16][CH2:17]1 |f:0.1,6.7.8.9|. Reported procedure: Sodium hydride (49 mg of 60% NaH in mineral oil; 1.23 mmol) was suspended in 3 mL of dry DMF in a flame-dried, argon-filled flask. After stirring for 15 min, a solution of 4-(1-pyrrolidinyl)butanol (Part B) in 1 mL of dry DMF was added. After stirring for 15 min and gas evolution had ceased, 4-fluorophenyl 2-[4-[2-(1-pyrrolidinyl)ethoxyl]phenyl]benzo[b]thiophen-3-yl ketone (Part A) (0.2 g; 0.49 mmol) in 1 mL of dry DMF was added. The mixture was stirred at room temperature for 5 h, then poured i... The reactants are [Br-], CC(C)(C)OC(=O)NNc1ccc([N+](=O)[O-])cn1, CCO, [K+]. Yields the product CC(C)(C)OC(=O)NNc1ccc(N)cn1. Reaction SMILES: [Br-:19].[C:1](=[O:2])([O:3][C:4]([CH3:5])([CH3:6])[CH3:7])[NH:8][NH:9][c:10]1[n:11][cH:12][c:13]([N+:16]([O-:17])=[O:18])[cH:14][cH:15]1.[CH3:21][CH2:22][OH:23].[K+:20]>>[C:1](=[O:2])([O:3][C:4]([CH3:5])([CH3:6])[CH3:7])[NH:8][NH:9][c:10]1[n:11][cH:12][c:13]([NH2:16])[cH:14][cH:15]1. The reactants are XIX, C1=CC2=C(N=C1)N(N=N2)O (HOAT), N1C(CCCC1)N1CCNCC1 (1-(2-piperidyl)piperazine), N([C@H](CC1=CC=C(C=C1)Cl)C(=O)O)C(=O)OC(C)(C)C (Boc-p-Cl-D-Phe-OH), CCN=C=NCCCN(C)C.CI (1-(3-dimethylaminopropyl)-3-ethylcarbodiimide methiodide). Solvent: CN(C)C=O (DMF). The product is ClC1=CC=C(C=C1)C[C@H](C(N1CCN(CC1)C1=NC=CC=C1)=O)NC(=O)OC(C)(C)C (N-{(1R)-1-[(4-Chlorophenyl)methyl]-2-oxo-2-(4-(2-pyridyl)piperazinyl)ethyl}(tert-butoxy)carboxamide). Reaction SMILES: [NH:1]([C:14]([O:16][C:17]([CH3:20])([CH3:19])[CH3:18])=[O:15])[C@@H:2]([C:11]([OH:13])=O)[CH2:3][C:4]1[CH:9]=[CH:8][C:7]([Cl:10])=[CH:6][CH:5]=1.CCN=C=NCCCN(C)C.CI.C1C=NC2N(O)N=NC=2C=1.[NH:44]1[CH2:49][CH2:48][CH2:47][CH2:46][CH:45]1[N:50]1[CH2:55][CH2:54][NH:53][CH2:52][CH2:51]1>CN(C=O)C>[Cl:10][C:7]1[CH:6]=[CH:5][C:4]([CH2:3][C@@H:2]([NH:1][C:14]([O:16][C:17]([CH3:20])([CH3:19])[CH3:18])=[O:15])[C:11](=[O:13])[N:53]2[CH2:54][CH2:55][N:50]([C:45]3[CH:46]=[CH:47][CH:48]=[CH:49][N:44]=3)[CH2:51][CH2:52]2)=[CH:9][CH:8]=1 |f:1.2|. Procedure details: N-{(1R)-1-[(4-Chlorophenyl)methyl]-2-oxo-2-(4-(2-pyridyl)piperazinyl)ethyl}(tert-butoxy)carboxamide was prepared according to the procedure for Preparation XIX using Boc-p-Cl-D-Phe-OH (550 mg, 1.8 mmol), 1-(3-dimethylaminopropyl)-3-ethylcarbodiimide methiodide (1.1 g, 3.80 mmol), HOAT (260 mg, 1.9 mmol), DMF (15 mL), and 1-(2-piperidyl)piperazine (280 μl, 1.8 mmol) (Aldrich). The crude material was concentrated in vacuo to yield 810 mg. MS (ESI, pos. ion) m/z: 445 (M+H), (ESI, neg. ion) m/z: 443...